This data is from the Open Reaction Database (ORD), a public repository of structured organic reaction records. The task is: describe an organic reaction: reactants, conditions, products, and yield Reactants: CCOC(=O)/N=N/C(=O)OCC (diethylazodicarboxylate), C(CCCCCCC)C=1C=NC(=NC1)C1=CC=C(C=C1)O (4-(5-octylpyrimidin-2-yl)-phenol), C[Si](CCCCCCCCO)(CC[Si](C)(C)C)C (8-[Dimethyl-(2-trimethylsilanyl-ethyl)-silanyl]-octan-1-ol), C1(=CC=CC=C1)P(C1=CC=CC=C1)C1=CC=CC=C1 (triphenylphosphine). Solvent: C1CCOC1 (THF), C1CCOC1 (THF). Conditions: time 24 hour. Yields the product C[Si](CCCCCCCCOC1=CC=C(C=C1)C1=NC=C(C=N1)CCCCCCCC)(CC[Si](C)(C)C)C (2-(4-{8-[Dimethyl-(2-trimethylsilanyl-ethyl)-silanyl]-octyloxy}-phenyl)-5-octyl-pyrimidine). Reaction SMILES: CCOC(/N=N/C(OCC)=O)=O.[CH2:13]([C:21]1[CH:22]=[N:23][C:24]([C:27]2[CH:32]=[CH:31][C:30]([OH:33])=[CH:29][CH:28]=2)=[N:25][CH:26]=1)[CH2:14][CH2:15][CH2:16][CH2:17][CH2:18][CH2:19][CH3:20].[CH3:34][Si:35]([CH3:51])([CH2:45][CH2:46][Si:47]([CH3:50])([CH3:49])[CH3:48])[CH2:36][CH2:37][CH2:38][CH2:39][CH2:40][CH2:41][CH2:42][CH2:43]O.C1(P(C2C=CC=CC=2)C2C=CC=CC=2)C=CC=CC=1>C1COCC1>[CH3:51][Si:35]([CH3:34])([CH2:45][CH2:46][Si:47]([CH3:48])([CH3:49])[CH3:50])[CH2:36][CH2:37][CH2:38][CH2:39][CH2:40][CH2:41][CH2:42][CH2:43][O:33][C:30]1[CH:31]=[CH:32][C:27]([C:24]2[N:23]=[CH:22][C:21]([CH2:13][CH2:14][CH2:15][CH2:16][CH2:17][CH2:18][CH2:19][CH3:20])=[CH:26][N:25]=2)=[CH:28][CH:29]=1. Reported procedure: A solution of diethylazodicarboxylate (0.065 g, 0.375 mmol) in THF (5.0 ml) was added dropwise to a stirred solution of 4-(5-octylpyrimidin-2-yl)-phenol (0.085g, 0.300 mmol), compound 17 (0.083 g, 0.300 mmol) and triphenylphosphine (0.098 g, 0.375 mmol) in THF (10 ml). The treaction mixture was stirred at room temperature for 24 h, the solvent removed in vacuo and the residues purified by column chromatography [silica gel eluted with hexane/ethyl acetate (9:1)] to yield a colorless solid that wa... Reactants: C(C)OC(=O)N1C=NC=C1 (1-ethoxycarbonylimidazole), ClCC1=CC=C(OCC(=O)OCC)C=C1 (ethyl 4-chloromethylphenoxyacetate), [I-].[Na+] (sodium iodide). Run in C(C)#N (acetonitrile). Reaction conditions: time 6 hour. The product is [I-].C(C)OC(=O)[N+]1=CN(C=C1)CC1=CC=C(C=C1)OCC(=O)OCC (1-ethoxycarbonyl-3-(4-ethoxycarbonylmethoxybenzyl)imidazolium iodide). Isolated yield 100.0%. Reaction SMILES: [CH2:1]([O:3][C:4]([N:6]1[CH:10]=[CH:9][N:8]=[CH:7]1)=[O:5])[CH3:2].Cl[CH2:12][C:13]1[CH:25]=[CH:24][C:16]([O:17][CH2:18][C:19]([O:21][CH2:22][CH3:23])=[O:20])=[CH:15][CH:14]=1.[I-:26].[Na+]>C(#N)C>[I-:26].[CH2:1]([O:3][C:4]([N+:6]1[CH:10]=[CH:9][N:8]([CH2:12][C:13]2[CH:14]=[CH:15][C:16]([O:17][CH2:18][C:19]([O:21][CH2:22][CH3:23])=[O:20])=[CH:24][CH:25]=2)[CH:7]=1)=[O:5])[CH3:2] |f:2.3,5.6|. Reported procedure: 1.4 g of 1-ethoxycarbonylimidazole, 2.5 g of ethyl 4-chloromethylphenoxyacetate and 1.7 g of sodium iodide were added to 5 ml of dry acetonitrile, and the mixture was stirred at room temperature for 6 hours. After completion of the reaction, the insoluble materials were filtered off and the filtrate was concentrated under reduced pressure. The residue was triturated with an adequate amount of dry diethyl ether, the resulting powder was collected by filtration and dried to obtain 4.6 g of 1-ethox...